From a dataset of the Open Reaction Database (ORD), a public repository of structured organic reaction records. describe an organic reaction: reactants, conditions, products, and yield Reactants: ClC=1NC2=C(N1)C=CC=C2 (2-chlorobenzimidazole), ClC1=CC=C(C(C(=O)O)=C1)N (5-chloroanthranilic acid). Yields the product ClC=1C=C2C(N3C(=NC2=CC1)NC1=C3C=CC=C1)=O (2-Chlorobenzimidazo[2,1-b]quinazolin-12(6H)one). As a reaction SMILES: Cl[C:2]1[NH:3][C:4]2[CH:10]=[CH:9][CH:8]=[CH:7][C:5]=2[N:6]=1.[Cl:11][C:12]1[CH:20]=[C:16]([C:17](O)=[O:18])[C:15]([NH2:21])=[CH:14][CH:13]=1>>[Cl:11][C:12]1[CH:20]=[C:16]2[C:15](=[CH:14][CH:13]=1)[N:21]=[C:2]1[NH:3][C:4]3[CH:10]=[CH:9][CH:8]=[CH:7][C:5]=3[N:6]1[C:17]2=[O:18]. Procedure: 2-Chlorobenzimidazo[2,1-b]quinazolin-12(6H)one is prepared with 2-chlorobenzimidazole and 5-chloroanthranilic acid. Reactants: COC1=C2CC(C(C2=CC=C1C)=O)OC1=CC=C(C=C1)[N+](=O)[O-] (4-Methoxy-5-methyl-2-(4-nitro-phenoxy)-indan-1-one), C(C)[SiH](CC)CC (Triethyl silane), FC(C(=O)O)(F)F (Trifluoroacetic acid), C([O-])(O)=O.[Na+] (Sodium bicarbonate). Reaction conditions: temperature 62.5 celsius. The product is COC1=C2CC(CC2=CC=C1C)OC1=CC=C(C=C1)[N+](=O)[O-] (4-Methoxy-5-methyl-2-(4-nitro-phenoxy)-indan). Isolated yield 70.3%. As a reaction SMILES: [CH3:1][O:2][C:3]1[C:11]([CH3:12])=[CH:10][CH:9]=[C:8]2[C:4]=1[CH2:5][CH:6]([O:14][C:15]1[CH:20]=[CH:19][C:18]([N+:21]([O-:23])=[O:22])=[CH:17][CH:16]=1)[C:7]2=O.C([SiH](CC)CC)C.FC(F)(F)C(O)=O.C(=O)(O)[O-].[Na+]>>[CH3:1][O:2][C:3]1[C:11]([CH3:12])=[CH:10][CH:9]=[C:8]2[C:4]=1[CH2:5][CH:6]([O:14][C:15]1[CH:20]=[CH:19][C:18]([N+:21]([O-:23])=[O:22])=[CH:17][CH:16]=1)[CH2:7]2 |f:3.4|. Procedure: To a mixture of 4-Methoxy-5-methyl-2-(4-nitro-phenoxy)-indan-1-one (1.8 gm, 0.0057 mole) and Triethyl silane (9.0 ml, 0.0564 mole), Trifluoroacetic acid (18 ml) was added at 20-25° C. The reaction mixture was heated to 60-65° C. for 3 hours and then poured into saturated Sodium bicarbonate solution. It was extracted with Ethylacetate (2×100 ml), dried over Sodium sulphate, distilled under vacuum to give a crude product which was purified by column chromatography using Ethyl acetate:Hexane (2:98)... Starting materials: BrC=1C(=CC(=NC1)OC(C)C)C(=O)OC (methyl 5-bromo-2-(propan-2-yloxy)pyridine-4-carboxylate), C(=C)N1C(C=2C(C1=O)=CC=CC2)=O (N-vinylphthalimide), C(=O)([O-])[O-].[K+].[K+] (K2CO3). Reagents/catalysts: CC(C)([P](C(C)(C)C)([Pd][P](C(C)(C)C)(C(C)(C)C)C(C)(C)C)C(C)(C)C)C (Pd(P(tBu)3)2). Run in C1(=CC=CC=C1)C (toluene). Run at temperature 110 celsius. The product is O=C1N(C(C2=CC=CC=C12)=O)/C=C/C=1C(=CC(=NC1)OC(C)C)C(=O)OC (methyl 5-[(E)-2-(1,3-dioxo-1,3-dihydro-2H-isoindol-2-yl)ethenyl]-2-(propan-2-yloxy)pyridine-4-carboxylate). Yield: 34.3%. Reaction SMILES: Br[C:2]1[C:3]([C:12]([O:14][CH3:15])=[O:13])=[CH:4][C:5]([O:8][CH:9]([CH3:11])[CH3:10])=[N:6][CH:7]=1.[CH:16]([N:18]1[C:22](=[O:23])[C:21]2=[CH:24][CH:25]=[CH:26][CH:27]=[C:20]2[C:19]1=[O:28])=[CH2:17].C([O-])([O-])=O.[K+].[K+]>C1(C)C=CC=CC=1.CC(C)([P](C(C)(C)C)([Pd][P](C(C)(C)C)(C(C)(C)C)C(C)(C)C)C(C)(C)C)C>[O:28]=[C:19]1[C:20]2[C:21](=[CH:24][CH:25]=[CH:26][CH:27]=2)[C:22](=[O:23])[N:18]1/[CH:16]=[CH:17]/[C:2]1[C:3]([C:12]([O:14][CH3:15])=[O:13])=[CH:4][C:5]([O:8][CH:9]([CH3:11])[CH3:10])=[N:6][CH:7]=1 |f:2.3.4,^1:44,50|. Procedure details: To a solution of methyl 5-bromo-2-(propan-2-yloxy)pyridine-4-carboxylate (112a, 3.40 g, 12.4 mmol) and N-vinylphthalimide (2.58 g, 14.9 mmol) in toluene (124 mL) was added K2CO3 (5.19 g, 37.2 mmol) followed by Pd(P(tBu)3)2 (0.400 g, 0.775 mmol). The reaction mixture was degassed and heated in a sealed tube at 110° C. for 18 hours. The reaction mixture was cooled to room temperature and filtered through CELITE®. H2O (100 mL) was added, the organic layer was separated and concentrated under vacuum... Starting materials: C(C)(C)(C)OC(NC1CCC(CC1)NC(C1=CC(=CC(=C1)OC1=CC=C(C=C1)C#N)OC1=CC=C(C=C1)C#N)=O)=O ({4-[3,5-bis-(4-cyano-phenoxy)-benzoylamino]-cyclohexyl}-carbamic acid tert-butyl ester). The reagents and catalysts are [Ni] (Raney nickel). Run in N.CO (NH3 methanol). Reaction conditions: temperature 50 celsius, time 8 hour. The product is C(C)(C)(C)OC(NC1CCC(CC1)NC(C1=CC(=CC(=C1)OC1=CC=C(C=C1)CN)OC1=CC=C(C=C1)CN)=O)=O ({4-[3,5-Bis-(4-aminomethyl-phenoxy)-benzoylamino]-cyclohexyl}-carbamic Acid Tert-butyl Ester). Yield: 82.6%. Reaction SMILES: [C:1]([O:5][C:6](=[O:41])[NH:7][CH:8]1[CH2:13][CH2:12][CH:11]([NH:14][C:15](=[O:40])[C:16]2[CH:21]=[C:20]([O:22][C:23]3[CH:28]=[CH:27][C:26]([C:29]#[N:30])=[CH:25][CH:24]=3)[CH:19]=[C:18]([O:31][C:32]3[CH:37]=[CH:36][C:35]([C:38]#[N:39])=[CH:34][CH:33]=3)[CH:17]=2)[CH2:10][CH2:9]1)([CH3:4])([CH3:3])[CH3:2]>[Ni].N.CO>[C:1]([O:5][C:6](=[O:41])[NH:7][CH:8]1[CH2:13][CH2:12][CH:11]([NH:14][C:15](=[O:40])[C:16]2[CH:17]=[C:18]([O:31][C:32]3[CH:37]=[CH:36][C:35]([CH2:38][NH2:39])=[CH:34][CH:33]=3)[CH:19]=[C:20]([O:22][C:23]3[CH:28]=[CH:27][C:26]([CH2:29][NH2:30])=[CH:25][CH:24]=3)[CH:21]=2)[CH2:10][CH2:9]1)([CH3:4])([CH3:2])[CH3:3] |f:2.3|. Procedure details: 0.05 g of Raney nickel was added to 0.3 g (0.54 mmol) of {4-[3,5-bis-(4-cyano-phenoxy)-benzoylamino]-cyclohexyl}-carbamic acid tert-butyl ester stirred with 50 ml of 10% NH3-methanol. The reaction mixture was stirred overnight on hydrogen gas pressure (50 psi) at 50° C. The reaction mixture was filtered through celite and concentrated to afford 0.25 g of the required product which was used for the next step without further purification. Percentage purity (LCMS): 70.8%, (M+1)=560.2+1 Reactants: FC([C@H]1C[C@H]2[C@@H]3CCC([C@@]3(C)CC[C@@H]2[C@]2(C=CC(C=C12)=O)C)=O)(F)F (6α-trifluoromethyl-androsta-1,4-diene-3,17-dione), S(=O)(=O)(Cl)Cl (sulfurylchloride). Solvent: N1=CC=CC=C1 (pyridine). Run at time 1 hour. Product: ClC1=C2[C@H](C[C@H]3[C@@H]4CCC([C@@]4(C)CC[C@@H]3[C@]2(C=CC1=O)C)=O)C(F)(F)F (4-chloro-6α-trifluoromethyl-androsta-1,4-diene-3,17-dione). Isolated yield 60.0%. Reaction SMILES: [F:1][C:2]([F:25])([F:24])[C@@H:3]1[C:20]2[C@:15]([CH3:22])([CH:16]=[CH:17][C:18](=[O:21])[CH:19]=2)[C@@H:14]2[C@H:5]([C@H:6]3[C@@:10]([CH2:12][CH2:13]2)([CH3:11])[C:9](=[O:23])[CH2:8][CH2:7]3)[CH2:4]1.S(Cl)([Cl:29])(=O)=O>N1C=CC=CC=1>[Cl:29][C:19]1[C:18](=[O:21])[CH:17]=[CH:16][C@@:15]2([CH3:22])[C:20]=1[C@@H:3]([C:2]([F:24])([F:25])[F:1])[CH2:4][C@@H:5]1[C@@H:14]2[CH2:13][CH2:12][C@@:10]2([CH3:11])[C@H:6]1[CH2:7][CH2:8][C:9]2=[O:23]. Procedure details: To a solution of 6α-trifluoromethyl-androsta-1,4-diene-3,17-dione (3.524 g, 10 mmol) in pyridine (35 ml) was added dropwise sulfurylchloride (2.699 g, 20 mmol) at about +5° C. in 20 min. The reaction mixture was stirred further 1 h at +5° C. and then poured onto water. The precipitate was filtered off and the residue purified by trituration in ethylacetate and dichloromethane. Thus almost pure title compound was obtained in about 60% yield (2.32 g). Reactants: ClC1=C(C(=O)Cl)C=CC=C1Cl (2,3-dichlorobenzoyl chloride), final mixture, COC=1C=C2C(=C(NC2=CC1)C)CCN1CCOCC1 (5-methoxy-2-methyl-3-(2-(morpholin-4-yl)ethyl)- 1H-indole), CN(C)P(=O)(N(C)C)N(C)C (HMPA), C[Si](C)(C)[N-][Si](C)(C)C.[K+] (KHMDS). The solvent is C(=O)(O)[O-].[Na+] (NaHCO3), C1CCOC1 (THF). Run at temperature -22 celsius, time 30 minute. The product is ClC1=C(C(=O)N2C(=C(C3=CC(=CC=C23)OC)CCN2CCOCC2)C)C=CC=C1Cl (1-(2,3,-Dichlorobenzoyl)-5-methoxy-2-methyl-3-(2-(morpholin-4-yl)ethyl)-1H-indole). Isolated yield 99.5%. As a reaction SMILES: [CH3:1][O:2][C:3]1[CH:4]=[C:5]2[C:9](=[CH:10][CH:11]=1)[NH:8][C:7]([CH3:12])=[C:6]2[CH2:13][CH2:14][N:15]1[CH2:20][CH2:19][O:18][CH2:17][CH2:16]1.CN(P(N(C)C)(N(C)C)=O)C.C[Si]([N-][Si](C)(C)C)(C)C.[K+].[Cl:42][C:43]1[C:51]([Cl:52])=[CH:50][CH:49]=[CH:48][C:44]=1[C:45](Cl)=[O:46]>C1COCC1.C([O-])(O)=O.[Na+]>[Cl:42][C:43]1[C:51]([Cl:52])=[CH:50][CH:49]=[CH:48][C:44]=1[C:45]([N:8]1[C:9]2[C:5](=[CH:4][C:3]([O:2][CH3:1])=[CH:11][CH:10]=2)[C:6]([CH2:13][CH2:14][N:15]2[CH2:16][CH2:17][O:18][CH2:19][CH2:20]2)=[C:7]1[CH3:12])=[O:46] |f:2.3,6.7|. Reported procedure: To 5-methoxy-2-methyl-3-(2-(morpholin-4-yl)ethyl)- 1H-indole (311 mg; 1.13 mmol) in 10 mL dry THF at -78° C. was added HMPA (590 μL; 3.39 mmol), then dropwise KHMDS (0.5M in Tol; 2.5 mL; 1.25 mmol). The solution was stirred 30 min at -22° C. then cooled to -78° C. after which 2,3-dichlorobenzoyl chloride (361 mg; 1.72 mmol) was added. The final mixture was allowed to reach r.t. slowly then stirred 1 h. The mixture was poored in saturated NaHCO3 (25 mL), extracted with EtOAc (2×50 mL). The organi...